Task: describe an organic reaction: reactants, conditions, products, and yield. Dataset: the Open Reaction Database (ORD), a public repository of structured organic reaction records Reactants: FC1=C(C#N)C=CC(=C1)N1C2=CC=CC=C2C=2C(=CC=CC12)C=1C=NC2=CC=CC=C2C1 (2-fluoro-4-[4-(quinolin-3-yl)carbazol-9-yl]benzonitrile), aqueous solution, [OH-].[Na+] (sodium hydroxide), aqueous solution, OO (hydrogen peroxide), C([O-])([O-])=O.[K+].[K+] (potassium carbonate), NCC1=NC=CC=C1 (2-(aminomethyl)pyridine). Solvent: CS(=O)C (dimethyl sulphoxide), C(C)O (ethanol). The product is N1=C(C=CC=C1)CNC1=C(C(=O)N)C=CC(=C1)N1C2=CC=CC=C2C=2C(=CC=CC12)C=1C=NC2=CC=CC=C2C1 (2-[(pyridin-2-ylmethyl)amino]-4-[4-(quinolin-3-yl)-9H-carbazol-9-yl]benzamide). Reaction SMILES: F[C:2]1[CH:9]=[C:8]([N:10]2[C:22]3[CH:21]=[CH:20][CH:19]=[C:18]([C:23]4[CH:24]=[N:25][C:26]5[C:31]([CH:32]=4)=[CH:30][CH:29]=[CH:28][CH:27]=5)[C:17]=3[C:16]3[C:11]2=[CH:12][CH:13]=[CH:14][CH:15]=3)[CH:7]=[CH:6][C:3]=1[C:4]#[N:5].C(=O)([O-])[O-].[K+].[K+].[NH2:39][CH2:40][C:41]1[CH:46]=[CH:45][CH:44]=[CH:43][N:42]=1.[OH-:47].[Na+].OO>CS(C)=O.C(O)C>[N:42]1[CH:43]=[CH:44][CH:45]=[CH:46][C:41]=1[CH2:40][NH:39][C:2]1[CH:9]=[C:8]([N:10]2[C:22]3[CH:21]=[CH:20][CH:19]=[C:18]([C:23]4[CH:24]=[N:25][C:26]5[C:31]([CH:32]=4)=[CH:30][CH:29]=[CH:28][CH:27]=5)[C:17]=3[C:16]3[C:11]2=[CH:12][CH:13]=[CH:14][CH:15]=3)[CH:7]=[CH:6][C:3]=1[C:4]([NH2:5])=[O:47] |f:1.2.3,5.6|. Procedure: The process is carried out as in stage 3 of Example 3, but using 150 mg of 2-fluoro-4-[4-(quinolin-3-yl)carbazol-9-yl]benzonitrile, obtained according to stage 1 of Example 32, 150.5 mg of potassium carbonate and 0.785 g of 2-(aminomethyl)pyridine in 2 ml of dimethyl sulphoxide. 0.69 ml of a 1M aqueous solution of sodium hydroxide, 0.667 ml of a 30% aqueous solution of hydrogen peroxide and 3 ml of ethanol are then added to the reaction medium. After treatment as in stage 3 of Example 3, and the...